Dataset: the Open Reaction Database (ORD), a public repository of structured organic reaction records. Task: describe an organic reaction: reactants, conditions, products, and yield Starting materials: COC1=CCC(=CC1)CCCCO (1-methoxy-4-(4-hydroxybutyl)-cyclohexa-1,4-diene). Solvent: S(O)(O)(=O)=O (sulfuric acid). Conditions: time 1.5 hour. Product: OCCCCC1=CCC(CC1)=O (4-(4-hydroxybutyl)-cyclohex-3-ene-1-one). Reaction SMILES: C[O:2][C:3]1[CH2:8][CH:7]=[C:6]([CH2:9][CH2:10][CH2:11][CH2:12][OH:13])[CH2:5][CH:4]=1>S(=O)(=O)(O)O>[OH:13][CH2:12][CH2:11][CH2:10][CH2:9][C:6]1[CH2:7][CH2:8][C:3](=[O:2])[CH2:4][CH:5]=1. Reported procedure: A suspension of 4.76 g of 1-methoxy-4-(4-hydroxybutyl)-cyclohexa-1,4-diene in 75 ml 1N sulfuric acid is stirred at room temperature for 1.5 h and extracted with methylene chloride (2×40 ml). The combined organic extracts are washed with saturated sodium bicarbonate, dried (MgSO4), filtered and subjected to evaporation to obtain 4-(4-hydroxybutyl)-cyclohex-3-ene-1-one as an oil. Starting materials: C1=CC=CC=2SC3=CC=CC=C3C(C12)=O (thioxanthen-9-one), OO (hydrogen peroxide). The solvent is C(C)(=O)O (acetic acid). Conditions: time 30 minute. The product is O=C1CC=CC=2SC3=CC=CC=C3C(C12)=O (1-oxo-thioxanthen-9-one). Reaction SMILES: [CH:1]1[C:14]2[C:13](=[O:15])[C:12]3[C:7](=[CH:8][CH:9]=[CH:10][CH:11]=3)[S:6][C:5]=2[CH:4]=[CH:3][CH:2]=1.[OH:16]O>C(O)(=O)C>[O:16]=[C:11]1[C:12]2[C:13](=[O:15])[C:14]3[C:5](=[CH:4][CH:3]=[CH:2][CH:1]=3)[S:6][C:7]=2[CH:8]=[CH:9][CH2:10]1. Procedure: To a well stirred solution of 10.3 g of thioxanthen-9-one in 100 ml of glacial acetic acid at 80° C. 5 ml of hydrogen peroxide (35%) was added dropwise. The solution was stirred for 30 minutes, and then concentrated under reduced pressure and additional dichloromethane was added. The organic phase was washed with a solution of sodium hydroxide and then with water. After drying (Na2SO4) the solvent was removed under vacuum and 11 g of an oil were obtained. The oil was purified with a flash chroma... The reactants are C(#N)C1=C(OCC2CN(CCC2)C(=O)OC(C)(C)C)C=CC=C1[N+](=O)[O-] (tert-butyl 3-((2-cyano-3-nitrophenoxy)methyl)piperidine-1-carboxylate), C(=O)OC(C)(C)C (H-Boc). Product: NC=1C(=C(OCC2CN(CCC2)C(=O)OC(C)(C)C)C=CC1)C#N (tert-butyl 3-((3-amino-2-cyanophenoxy)methyl)piperidine-1-carboxylate). Yield: 100.0%. As a reaction SMILES: [C:1]([C:3]1[C:23]([N+:24]([O-])=O)=[CH:22][CH:21]=[CH:20][C:4]=1[O:5][CH2:6][CH:7]1[CH2:12][CH2:11][CH2:10][N:9]([C:13]([O:15][C:16]([CH3:19])([CH3:18])[CH3:17])=[O:14])[CH2:8]1)#[N:2].C(OC(C)(C)C)=O>>[NH2:24][C:23]1[C:3]([C:1]#[N:2])=[C:4]([CH:20]=[CH:21][CH:22]=1)[O:5][CH2:6][CH:7]1[CH2:12][CH2:11][CH2:10][N:9]([C:13]([O:15][C:16]([CH3:19])([CH3:17])[CH3:18])=[O:14])[CH2:8]1. Procedure details: Prepared as in example 254b from tert-butyl 3-((2-cyano-3-nitrophenoxy)methyl)piperidine-1-carboxylate (Example 262e) in 100% yield as an oil. MS 232 [M+H-Boc]+. Starting materials: C1(=CC=C(C=C1)S(=O)(=O)N(C)CC(=O)O)C (N-(Toluene-4-sulfonyl)sarcosine), Cl.COC([C@@H](N)CCCCNC(=O)OC(C)(C)C)=O (Nε-Boc-L-lysine methyl ester hydrochloride). Product: COC([C@@H](NC(CN(C)S(=O)(=O)C1=CC=C(C=C1)C)=O)CCCCNC(=O)OC(C)(C)C)=O (N-(toluene-4-sulfonyl)sarcosyl-Nε-Boc-L-lysine methyl ester). As a reaction SMILES: [C:1]1([CH3:16])[CH:6]=[CH:5][C:4]([S:7]([N:10]([CH2:12][C:13]([OH:15])=O)[CH3:11])(=[O:9])=[O:8])=[CH:3][CH:2]=1.Cl.[CH3:18][O:19][C:20](=[O:35])[C@H:21]([CH2:23][CH2:24][CH2:25][CH2:26][NH:27][C:28]([O:30][C:31]([CH3:34])([CH3:33])[CH3:32])=[O:29])[NH2:22]>>[CH3:18][O:19][C:20](=[O:35])[C@H:21]([CH2:23][CH2:24][CH2:25][CH2:26][NH:27][C:28]([O:30][C:31]([CH3:33])([CH3:32])[CH3:34])=[O:29])[NH:22][C:13](=[O:15])[CH2:12][N:10]([S:7]([C:4]1[CH:3]=[CH:2][C:1]([CH3:16])=[CH:6][CH:5]=1)(=[O:8])=[O:9])[CH3:11] |f:1.2|. Procedure: N-(Toluene-4-sulfonyl)sarcosine was coupled to Nε-Boc-L-lysine methyl ester hydrochloride using the procedure described in Method 3 to give N-(toluene-4-sulfonyl)sarcosyl-Nε-Boc-L-lysine methyl ester. The title compound was prepared via hydrolysis of the methyl ester using LiOH in THF/water. The reactants are NC1=C(OCC(=O)N2[C@@H](CN([C@H](C2)C)CC2=CC=C(C=C2)F)C)C=CC(=C1)Cl ((2R, 5S)-2-(2-amino-4-chloro-phenoxy)-1-[4-(4-fluoro-benzyl)-2,5-dimethyl-piperazin-1-yl]-ethanone), N1=CC=CC=C1 (pyridine), ClC(=O)OC1=CC=C(C=C1)[N+](=O)[O-] (4-nitrophenyl chloroformate). Run in ClCCl (dichloromethane). Product: [N+](=O)([O-])C1=CC=C(C=C1)OC(NC1=C(C=CC(=C1)Cl)OCC(=O)N1[C@@H](CN([C@H](C1)C)CC1=CC=C(C=C1)F)C)=O ((2R, 5S)-(5-Chloro-2-{2-[4-(4-fluoro-benzyl)-2,5-dimethyl-piperazin-1-yl]-2-oxo-ethoxy}-phenyl)-carbamic acid 4-nitro-phenyl ester). The yield is 72.4%. Reaction SMILES: [NH2:1][C:2]1[CH:27]=[C:26]([Cl:28])[CH:25]=[CH:24][C:3]=1[O:4][CH2:5][C:6]([N:8]1[CH2:13][C@H:12]([CH3:14])[N:11]([CH2:15][C:16]2[CH:21]=[CH:20][C:19]([F:22])=[CH:18][CH:17]=2)[CH2:10][C@H:9]1[CH3:23])=[O:7].N1C=CC=CC=1.Cl[C:36]([O:38][C:39]1[CH:44]=[CH:43][C:42]([N+:45]([O-:47])=[O:46])=[CH:41][CH:40]=1)=[O:37]>ClCCl>[N+:45]([C:42]1[CH:41]=[CH:40][C:39]([O:38][C:36](=[O:37])[NH:1][C:2]2[CH:27]=[C:26]([Cl:28])[CH:25]=[CH:24][C:3]=2[O:4][CH2:5][C:6]([N:8]2[CH2:13][C@H:12]([CH3:14])[N:11]([CH2:15][C:16]3[CH:17]=[CH:18][C:19]([F:22])=[CH:20][CH:21]=3)[CH2:10][C@H:9]2[CH3:23])=[O:7])=[CH:44][CH:43]=1)([O-:47])=[O:46]. Reported procedure: To a solution of (2R, 5S)-2-(2-amino-4-chloro-phenoxy)-1-[4-(4-fluoro-benzyl)-2,5-dimethyl-piperazin-1-yl]-ethanone (0.150 g, 0.37 mmol) in dichloromethane (7 ml) was added pyridine (0.066 ml, 0.82 mmol) followed by 4-nitrophenyl chloroformate (0.075 g, 0.41 mmol). The reaction was stirred at ambient temperature for 3½ hours. The reaction mixture was concentrated followed by chromatography on silica gel to give the title compound (0.153 g, 74% yield). The reactants are N(=O)[O-].[Na+] (sodium nitrite), [I-].[K+] (potassium iodide), BrC1=CC(=C(N)C=C1)CC (4-bromo-2-ethylaniline), S(O)(O)(=O)=O (sulphuric acid). Run in O (water), O (water), O (water). Reaction conditions: temperature 60 celsius, time 30 minute. Yields the product BrC1=CC(=C(C=C1)I)CC (4-bromo-2-ethyl-1-iodobenzene). Isolated yield 68.0%. Reaction SMILES: [Br:1][C:2]1[CH:8]=[CH:7][C:5](N)=[C:4]([CH2:9][CH3:10])[CH:3]=1.S(=O)(=O)(O)O.N([O-])=O.[Na+].[I-:20].[K+]>O>[Br:1][C:2]1[CH:8]=[CH:7][C:5]([I:20])=[C:4]([CH2:9][CH3:10])[CH:3]=1 |f:2.3,4.5|. Procedure: To a stirred mixture of 4-bromo-2-ethylaniline (80 g, 0.4 mol) in distilled water (400 ml) is added concentrated sulphuric acid (80 ml), followed by brief heating to 60° C. for 1 hour until dissolution is complete. The mixture is allowed to cool to room temperature then further cooled to approximately 0° C. in an ice/salt bath. To this slurry is added an aqueous solution of sodium nitrite (28 g, 0.4 mol) in distilled water (140 ml) dropwise over 15 minutes, maintaining the temperature below 5° C... The reactants are [N+](=O)([O-])C1=CC=C(C=C1)OC(\C=C\C=C(/C1=CC=CC=C1)\C1=CC(=CC=C1)OC)=O ((2E,4E)-5-(3-methoxyphenyl)-5-phenyl-2,4-pentadienoic acid 4-nitrophenyl ester), N1=CC(=CC=C1)CCCCN (3-pyridinebutanamine), O1CCCC1 (tetrahydrofuran). Product: COC1=C(C=CC=C1)/C(=C/C=C/C(=O)NCCCCC=1C=NC=CC1)/C1=CC=CC=C1 ((2E,4E)-5-(methoxyphenyl)-5-phenyl-N-[4-(3-pyridinyl)butyl]-2,4-pentadienamide). Reaction SMILES: [N+](C1C=CC(O[C:11](=[O:30])/[CH:12]=[CH:13]/[CH:14]=[C:15](/[C:22]2[CH:27]=[CH:26][CH:25]=[C:24](OC)[CH:23]=2)\[C:16]2[CH:21]=[CH:20][CH:19]=[CH:18][CH:17]=2)=CC=1)([O-])=O.[N:31]1[CH:36]=[CH:35][CH:34]=[C:33]([CH2:37][CH2:38][CH2:39][CH2:40][NH2:41])[CH:32]=1.[O:42]1CCC[CH2:43]1>>[CH3:43][O:42][C:27]1[CH:26]=[CH:25][CH:24]=[CH:23][C:22]=1/[C:15](/[C:16]1[CH:17]=[CH:18][CH:19]=[CH:20][CH:21]=1)=[CH:14]/[CH:13]=[CH:12]/[C:11]([NH:41][CH2:40][CH2:39][CH2:38][CH2:37][C:33]1[CH:32]=[N:31][CH:36]=[CH:35][CH:34]=1)=[O:30]. Reported procedure: As in Example 134, a solution of (2E,4E)-5-(3-methoxyphenyl)-5-phenyl-2,4-pentadienoic acid 4-nitrophenyl ester (2.96 g) and 3-pyridinebutanamine (1.107 g) in tetrahydrofuran (15 mL) was stirred for 1 hour at room temperature. After the usual work up, the crude amide was purified by HPLC (ethyl acetate) and then crystallized from ethyl acetate-hexane to provide 2.5 g of (2E,4E)-5-(methoxyphenyl)-5-phenyl-N-[4-(3-pyridinyl)butyl]-2,4-pentadienamide mp 66°-68° C. Anal. Calculated for C28H28N2O2 : ... The yield is 360.3%. The solvent is CN(C)C=O (DMF). Yields the product FC1=C(C=CC(=C1)F)NC(=O)C1C(N2C3=C1C=CC=C3SC=3C=CC=CC23)=O (1,2-Dihydro-N-(2,4-difluorophenyl)-1-oxopyrrolo[3,2,1-kl]phenothiazine-2-carboxamide). Procedure details: To a suspension of sodium hydride (0.14 g) in DMF (10 ml) was added pyrrolo[3,2,-1kl]phenothiazine-1-one (0.48 g) and to the resulting solution was slowly added 2,4-difluorophenyl isocyanate (0.31 g) . The reaction mixture was stirred for 12 hours and then poured onto ice water (50 ml). The resulting mixture was acidified to pH 2.0 with 6N HCl and the precipitated solid was collected and then air dried-to yield the title compound (2.84 g). A sample recrystallized from methylene chloride had a m.... Conditions: time 12 hour. Reaction SMILES: [H-].[Na+].[C:3]1(=[O:19])[N:17]2[C:18]3[C:9]([S:10][C:11]4[CH:12]=[CH:13][CH:14]=[CH:15][C:16]=42)=[CH:8][CH:7]=[CH:6][C:5]=3[CH2:4]1.[F:20][C:21]1[CH:26]=[C:25]([F:27])[CH:24]=[CH:23][C:22]=1[N:28]=[C:29]=[O:30].Cl>CN(C=O)C>[F:20][C:21]1[CH:26]=[C:25]([F:27])[CH:24]=[CH:23][C:22]=1[NH:28][C:29]([CH:4]1[C:5]2[CH:6]=[CH:7][CH:8]=[C:9]3[S:10][C:11]4[CH:12]=[CH:13][CH:14]=[CH:15][C:16]=4[N:17]([C:18]=23)[C:3]1=[O:19])=[O:30] |f:0.1|. The reactants are Cl (HCl), [H-].[Na+] (sodium hydride), FC1=C(C=CC(=C1)F)N=C=O (2,4-difluorophenyl isocyanate), C1(CC=2C=CC=C3SC=4C=CC=CC4N1C23)=O (pyrrolo[3,2,-1kl]phenothiazine-1-one). Starting materials: [Sn](Cl)Cl (tin(II)chloride), C(C)(C)(C)C1=CC=C(C=C1)C#CC1(C=2SC3=C(C2C(C=2SC4=C(C21)C=CC=C4)(O)C#CC4=CC=C(C=C4)C(C)(C)C)C=CC=C3)O (6,12-bis-(4-tert-butyl-phenylethynyl)-6,12-dihydro-dibenzo[d,d′]benzo[1,2-b;4,5-b′]dithiophene-6,12-diol). The solvent is C(C)(=O)O (acetic acid), CC(=O)C (acetone). Conditions: temperature 8 celsius. Product: C(C)(C)(C)C1=CC=C(C=C1)C#CC1=C2SC3=C(C2=C(C=2SC4=C(C21)C=CC=C4)C#CC4=CC=C(C=C4)C(C)(C)C)C=CC=C3 (6,12-Bis-(4-tert-butyl-phenylethynyl)dibenzo[d,d′]benzo[1,2-b;4,5-b′]dithiophene). RXN SMILES: [Sn](Cl)Cl.[C:4]([C:8]1[CH:13]=[CH:12][C:11]([C:14]#[C:15][C:16]2(O)[C:27]3[C:26]4[CH:28]=[CH:29][CH:30]=[CH:31][C:25]=4[S:24][C:23]=3[C:22]([C:33]#[C:34][C:35]3[CH:40]=[CH:39][C:38]([C:41]([CH3:44])([CH3:43])[CH3:42])=[CH:37][CH:36]=3)(O)[C:21]3[C:20]4[CH:45]=[CH:46][CH:47]=[CH:48][C:19]=4[S:18][C:17]2=3)=[CH:10][CH:9]=1)([CH3:7])([CH3:6])[CH3:5]>C(O)(=O)C.CC(C)=O>[C:41]([C:38]1[CH:39]=[CH:40][C:35]([C:34]#[C:33][C:22]2[C:21]3[C:20]4[CH:45]=[CH:46][CH:47]=[CH:48][C:19]=4[S:18][C:17]=3[C:16]([C:15]#[C:14][C:11]3[CH:12]=[CH:13][C:8]([C:4]([CH3:6])([CH3:5])[CH3:7])=[CH:9][CH:10]=3)=[C:27]3[C:23]=2[S:24][C:25]2[CH:31]=[CH:30][CH:29]=[CH:28][C:26]=23)=[CH:36][CH:37]=1)([CH3:42])([CH3:43])[CH3:44]. Procedure details: A solution of tin(II)chloride dehydrate (1.82 g, 8.05 mmol) in glacial acetic acid (30 ml) is added within ten minutes to a solution of 6,12-bis-(4-tert-butyl-phenylethynyl)-6,12-dihydro-dibenzo[d,d′]benzo[1,2-b;4,5-b′]dithiophene-6,12-diol (educt 2) in acetone (30 ml). There is a slight temperature increase (8° C.), and formation of a yellow suspension takes place. This suspension is stirred over night at ambient temperature, and then the solid is filtered off. The solid is then washed with wat... Reaction conditions: temperature 80 celsius, time 2 hour. Starting materials: FC(S(=O)(=O)OC1=C(CN(CC1)C(=O)OC(C)(C)C)C(=O)OC)(F)F (1-(1,1-dimethylethyl) 3-methyl 4-{[(trifluoromethyl)sulfonyl]oxy}-5,6-dihydro-1,3(2H)-pyridinedicarboxylate), FC(OC1=CC=C(C=C1)B(O)O)(F)F ({4-[(trifluoromethyl)oxy]phenyl}boronic acid), C1(=CC=CC=C1)C (toluene), C(=O)([O-])[O-].[Na+].[Na+] (Na2CO3). The reagents and catalysts are C=1C=CC(=CC1)[P](C=2C=CC=CC2)(C=3C=CC=CC3)[Pd]([P](C=4C=CC=CC4)(C=5C=CC=CC5)C=6C=CC=CC6)([P](C=7C=CC=CC7)(C=8C=CC=CC8)C=9C=CC=CC9)[P](C=1C=CC=CC1)(C=1C=CC=CC1)C=1C=CC=CC1 (Pd(PPh3)4). Yields the product FC(OC1=CC=C(C=C1)C1=C(CN(CC1)C(=O)OC(C)(C)C)C(=O)OC)(F)F (1-(1,1-dimethylethyl) 3-methyl 4-{4-[(trifluoromethyl)oxy]phenyl}-5,6-dihydro-1,3(2H)-pyridinedicarboxylate). Procedure details: To a mixture of 1-(1,1-dimethylethyl) 3-methyl 4-{[(trifluoromethyl)sulfonyl]oxy}-5,6-dihydro-1,3(2H)-pyridinedicarboxylate (2.5 g, P2), {4-[(trifluoromethyl)oxy]phenyl}boronic acid (1.52 g) and Pd(PPh3)4 (265 mg) under nitrogen, toluene (34 mL), ethanol (25 mL) and Na2CO3 (2M, 19 mL) were added in sequence. The mixture was stirred at 80° C. for 2 hours then the reaction mixture was allowed to reach room temperature. The aqueous phase was extracted with Et2O (2 times), the combined organic phase... Run in C(C)O (ethanol). RXN SMILES: FC(F)(F)S(O[C:7]1[CH2:12][CH2:11][N:10]([C:13]([O:15][C:16]([CH3:19])([CH3:18])[CH3:17])=[O:14])[CH2:9][C:8]=1[C:20]([O:22][CH3:23])=[O:21])(=O)=O.[F:26][C:27]([F:39])([F:38])[O:28][C:29]1[CH:34]=[CH:33][C:32](B(O)O)=[CH:31][CH:30]=1.C1(C)C=CC=CC=1.C([O-])([O-])=O.[Na+].[Na+]>C1C=CC([P]([Pd]([P](C2C=CC=CC=2)(C2C=CC=CC=2)C2C=CC=CC=2)([P](C2C=CC=CC=2)(C2C=CC=CC=2)C2C=CC=CC=2)[P](C2C=CC=CC=2)(C2C=CC=CC=2)C2C=CC=CC=2)(C2C=CC=CC=2)C2C=CC=CC=2)=CC=1.C(O)C>[F:26][C:27]([F:38])([F:39])[O:28][C:29]1[CH:34]=[CH:33][C:32]([C:7]2[CH2:12][CH2:11][N:10]([C:13]([O:15][C:16]([CH3:17])([CH3:18])[CH3:19])=[O:14])[CH2:9][C:8]=2[C:20]([O:22][CH3:23])=[O:21])=[CH:31][CH:30]=1 |f:3.4.5,^1:56,58,77,96|. The yield is 97.0%.